Dataset: the Open Reaction Database (ORD), a public repository of structured organic reaction records. Task: describe an organic reaction: reactants, conditions, products, and yield Starting materials: O=C([O-])[O-], CN(C)C(=O)CCl, [K+], [K+], CN(C)C=O, COC(=O)c1ccc(O)c(OC)c1. Yields the product COC(=O)c1ccc(OCC(=O)N(C)C)c(OC)c1. Reaction SMILES: [C:14](=[O:15])([O-:16])[O-:17].[Cl:20][CH2:21][C:22](=[O:23])[N:24]([CH3:25])[CH3:26].[K+:18].[K+:19].[O:27]=[CH:28][N:29]([CH3:30])[CH3:31].[OH:1][c:2]1[c:3]([O:12][CH3:13])[cH:4][c:5]([C:6](=[O:7])[O:8][CH3:9])[cH:10][cH:11]1>>[O:1]([c:2]1[c:3]([O:12][CH3:13])[cH:4][c:5]([C:6](=[O:7])[O:8][CH3:9])[cH:10][cH:11]1)[CH2:21][C:22](=[O:23])[N:24]([CH3:25])[CH3:26]. Starting materials: COC(=O)C1=NC=CC(=C1)C(C(C)C1=C(C=C(C=C1)F)Cl)(C(F)(F)F)O (4-[2-(2-Chloro-4-fluoro-phenyl)-1-hydroxy-1-trifluoromethyl-propyl]-pyridine-2-carboxylic acid methyl ester). Run in [OH-].[Li+] (lithium hydroxide), C1CCOC1 (THF), CO (methanol). Run at time 10 minute. The product is ClC1=C(C=CC(=C1)F)C(C(C(F)(F)F)(O)C1=CC(=NC=C1)C(=O)O)C (4-[2-(2-Chloro-4-fluoro-phenyl)-1-hydroxy-1-trifluoromethyl-propyl]-pyridine-2-carboxylic acid). The yield is 95.1%. As a reaction SMILES: C[O:2][C:3]([C:5]1[CH:10]=[C:9]([C:11]([OH:26])([C:22]([F:25])([F:24])[F:23])[CH:12]([C:14]2[CH:19]=[CH:18][C:17]([F:20])=[CH:16][C:15]=2[Cl:21])[CH3:13])[CH:8]=[CH:7][N:6]=1)=[O:4]>[OH-].[Li+].C1COCC1.CO>[Cl:21][C:15]1[CH:16]=[C:17]([F:20])[CH:18]=[CH:19][C:14]=1[CH:12]([CH3:13])[C:11]([C:9]1[CH:8]=[CH:7][N:6]=[C:5]([C:3]([OH:4])=[O:2])[CH:10]=1)([OH:26])[C:22]([F:23])([F:24])[F:25] |f:1.2|. Procedure: 4-[2-(2-Chloro-4-fluoro-phenyl)-1-hydroxy-1-trifluoromethyl-propyl]-pyridine-2-carboxylic acid methyl ester (24 mg) was dissolved in an aqueous lithium hydroxide solution (1N, 5 ml), THF (5 ml), and methanol (2.5 ml). The mixture was stirred for 10 min. LCMS indicated complete hydrolysis. Volatile solvents were evaporated. The residue was diluted with water (10 ml) and washed with diethyl ether. The aqueous layer was acidified to about pH 4 with HCl (aq., 1N) and extracted with ethyl acetate. Th...